Dataset: the Open Reaction Database (ORD), a public repository of structured organic reaction records. Task: describe an organic reaction: reactants, conditions, products, and yield The reactants are CN(C)C=O, O=C(c1ccc2[nH]c(C(=O)N3CCC(F)(F)CC3)cc2c1)N1CCN(C2CCCC2)CC1, BrCC1CC1, [H-], [Na+]. The product is O=C(c1ccc2c(c1)cc(C(=O)N1CCC(F)(F)CC1)n2CC1CC1)N1CCN(C2CCCC2)CC1. RXN SMILES: [CH3:40][N:41]([CH3:42])[CH:43]=[O:44].[CH:1]1([N:6]2[CH2:7][CH2:8][N:9]([C:12](=[O:13])[c:14]3[cH:15][c:16]4[cH:17][c:18]([C:23](=[O:24])[N:25]5[CH2:26][CH2:27][C:28]([F:31])([F:32])[CH2:29][CH2:30]5)[nH:19][c:20]4[cH:21][cH:22]3)[CH2:10][CH2:11]2)[CH2:2][CH2:3][CH2:4][CH2:5]1.[CH:35]1([CH2:38][Br:39])[CH2:36][CH2:37]1.[H-:33].[Na+:34]>>[CH:1]1([N:6]2[CH2:7][CH2:8][N:9]([C:12](=[O:13])[c:14]3[cH:15][c:16]4[cH:17][c:18]([C:23](=[O:24])[N:25]5[CH2:26][CH2:27][C:28]([F:31])([F:32])[CH2:29][CH2:30]5)[n:19]([CH2:38][CH:35]5[CH2:36][CH2:37]5)[c:20]4[cH:21][cH:22]3)[CH2:10][CH2:11]2)[CH2:2][CH2:3][CH2:4][CH2:5]1. Starting materials: C(CCC)[Li] (Butyllithium), BrC=1C=CC(=NC1)OCCCN(C)C (3-(5-bromopyridin-2-yl)oxy-N,N-dimethylpropan-1-amine), CC1(OB(OC1(C)C)OC(C)C)C (4,4,5,5-tetramethyl-2-(propan-2-yloxy)-1,3,2-dioxaborolane). Solvent: C1CCOC1 (THF). Conditions: temperature 18 celsius, time 4 hour. Product: CN(CCCOC1=NC=C(C=C1)B1OC(C(O1)(C)C)(C)C)C (N,N-Dimethyl-3-[5-(4,4,5,5-tetramethyl-1,3,2-dioxaborolan-2-yl)pyridin-2-yl]oxypropan-1-amine). Yield: 11.0%. Reaction SMILES: C([Li])CCC.Br[C:7]1[CH:8]=[CH:9][C:10]([O:13][CH2:14][CH2:15][CH2:16][N:17]([CH3:19])[CH3:18])=[N:11][CH:12]=1.[CH3:20][C:21]1([CH3:32])[C:25]([CH3:27])([CH3:26])[O:24][B:23](OC(C)C)[O:22]1>C1COCC1>[CH3:18][N:17]([CH3:19])[CH2:16][CH2:15][CH2:14][O:13][C:10]1[CH:9]=[CH:8][C:7]([B:23]2[O:24][C:25]([CH3:27])([CH3:26])[C:21]([CH3:32])([CH3:20])[O:22]2)=[CH:12][N:11]=1. Reported procedure: Butyllithium (2.5N, 4.8 mL, 50.96 mmol) was added to a solution of 3-(5-bromopyridin-2-yl)oxy-N,N-dimethylpropan-1-amine (2.07 g, 7.99 mmol) and 4,4,5,5-tetramethyl-2-(propan-2-yloxy)-1,3,2-dioxaborolane (2.79 g, 15.00 mmol) in THF (20 mL) at −78° C. over 10 minutes under an inert atmosphere. The resulting solution was stirred for 4 h at 18° C. The reaction was then quenched by the addition of a sat. aqueous solution of ammonium chloride then partitioned between EtOAc (100 mL) and water (100 mL)... The reactants are NCCNC=1N=C(C2=C(N1)C=CS2)C(=O)C=2SC=CC2 (2-(2-aminoethylamino)thieno[3,2-d]pyrimidin-4-yl 2-thienylmethanone), C1(=CC=CC=C1)N=C=S (phenyl isothiocyanate), O (water). The solvent is CN(C)C=O (DMF). Run at time 2 hour. Product: C1(=CC=CC=C1)NC(=S)NCCNC=1N=C(C2=C(N1)C=CS2)C(=O)C=2SC=CC2 (N-Phenyl-N′-(2-(4-(2-thienylcarbonyl)thieno[3,2-d]pyrimidin-2-yl)aminoethyl)thiourea). Yield: 62.6%. RXN SMILES: [NH2:1][CH2:2][CH2:3][NH:4][C:5]1[N:6]=[C:7]([C:14]([C:16]2[S:17][CH:18]=[CH:19][CH:20]=2)=[O:15])[C:8]2[S:13][CH:12]=[CH:11][C:9]=2[N:10]=1.[C:21]1([N:27]=[C:28]=[S:29])[CH:26]=[CH:25][CH:24]=[CH:23][CH:22]=1.O>CN(C=O)C>[C:21]1([NH:27][C:28]([NH:1][CH2:2][CH2:3][NH:4][C:5]2[N:6]=[C:7]([C:14]([C:16]3[S:17][CH:18]=[CH:19][CH:20]=3)=[O:15])[C:8]3[S:13][CH:12]=[CH:11][C:9]=3[N:10]=2)=[S:29])[CH:26]=[CH:25][CH:24]=[CH:23][CH:22]=1. Procedure details: A solution of 2-(2-aminoethylamino)thieno[3,2-d]pyrimidin-4-yl 2-thienylmethanone (50 mg, 0.16 mmol) in anhydrous DMF (1 mL) was treated with phenyl isothiocyanate (33 mg, 0.25 mmol), shaken at room temperature for 2 h, poured into water (20 mL) and the resulting yellow precipitate was filtered and dried in vacuo to give the title compound (44 mg, 61%) as a yellow solid. Reactants: CCn1c(-c2nonc2N)nc2cnc(Br)cc21, CC(C)(C)[O-], COCCOC, Cc1ccccc1, CCOC(C)=O, [Na+], CC(=O)Nc1cccc(S)c1. The product is CCn1c(-c2nonc2N)nc2cnc(Sc3cccc(NC(C)=O)c3)cc21. RXN SMILES: [Br:1][c:2]1[cH:3][c:4]2[c:5]([cH:6][n:7]1)[n:8][c:9](-[c:13]1[c:14]([NH2:18])[n:15][o:16][n:17]1)[n:10]2[CH2:11][CH3:12].[CH3:30][C:31]([CH3:32])([O-:33])[CH3:34].[CH3:36][O:37][CH2:38][CH2:39][O:40][CH3:41].[CH3:42][c:43]1[cH:44][cH:45][cH:46][cH:47][cH:48]1.[CH3:49][CH2:50][O:51][C:52](=[O:53])[CH3:54].[Na+:35].[SH:19][c:20]1[cH:21][c:22]([NH:26][C:27]([CH3:28])=[O:29])[cH:23][cH:24][cH:25]1>>[c:2]1([S:19][c:20]2[cH:21][c:22]([NH:26][C:27]([CH3:28])=[O:29])[cH:23][cH:24][cH:25]2)[cH:3][c:4]2[c:5]([cH:6][n:7]1)[n:8][c:9](-[c:13]1[c:14]([NH2:18])[n:15][o:16][n:17]1)[n:10]2[CH2:11][CH3:12]. Procedure: The product from Example 38A (150 mg, 0.81 mmol), 1-(2-pyridinyl)piperazine (160 mg, 0.98 mmol), and D1 EA (280 μL, 1.6 mmol) were processed as described in Example 38B to provide the title compound. 1H NMR (300 MHz, DMSO-d6) δ 2.80 (m, 4H) 3.55 (m, 4H) 4.04 (s, 2H) 6.63 (m, 1H) 6.81 (m, 1H) 7.53 (m, 2H) 8.11 (m, 1H) 8.33 (dd, J=8.14, 1.70 Hz, 1H) 8.59 (dd, J=4.58, 1.53 Hz, 1H); (ESI) m/z 312 (M+H)+. As a reaction SMILES: Cl[CH2:2][C:3]1[S:4][C:5]2[C:10]([N:11]=1)=[CH:9][CH:8]=[CH:7][N:6]=2.[N:12]1[CH:17]=[CH:16][CH:15]=[CH:14][C:13]=1[N:18]1[CH2:23][CH2:22][NH:21][CH2:20][CH2:19]1.CC(=O)OCC>>[N:12]1[CH:17]=[CH:16][CH:15]=[CH:14][C:13]=1[N:18]1[CH2:19][CH2:20][N:21]([CH2:2][C:3]2[S:4][C:5]3[C:10]([N:11]=2)=[CH:9][CH:8]=[CH:7][N:6]=3)[CH2:22][CH2:23]1. Product: N1=C(C=CC=C1)N1CCN(CC1)CC=1SC2=NC=CC=C2N1 (2-{[4-(2-pyridinyl)-1-piperazinyl]methyl}[1,3]thiazolo[5,4-b]pyridine). The reactants are ClCC=1SC2=NC=CC=C2N1 (2-(chloromethyl)[1,3]thiazolo[5,4-b]pyridine), CC(OCC)=O (EA), N1=C(C=CC=C1)N1CCNCC1 (1-(2-pyridinyl)piperazine), D1. Starting materials: resultant mixture, C(C)OCC (ethyl ether), C(=O)O (formic acid), NC[C@@H]1[C@H]([C@@H]([C@H](C(O)O1)O)O)O (6-amino-6-deoxy-D-glucopyranose), ClCCN(C(OC1=C(C=CC=C1)[N+](=O)[O-])=O)N=O (o-nitrophenyl N-(2-chloroethyl)-N-nitrosocarbamate). Solvent: O1CCCC1 (tetrahydrofuran), C(C)OC(C)=O (ethylacetate), CO (methanol), C(C)(C)O (isopropanol). Conditions: time 8 hour. Product: OC1[C@H](O)[C@@H](O)[C@H](O)[C@H](O1)C(O)NC(N(N=O)CCCl)=O (3-(D-glucopyranos-6-yl)-1-(2-chloroethyl)-1-nitrosourea). Isolated yield 86.3%. Reaction SMILES: [NH2:1][CH2:2][C@H:3]1[O:9][CH:7]([OH:8])[C@H:6]([OH:10])[C@@H:5]([OH:11])[C@@H:4]1[OH:12].C(O)=[O:14].[Cl:16][CH2:17][CH2:18][N:19]([N:32]=[O:33])[C:20](=O)[O:21]C1C=CC=CC=1[N+]([O-])=O.C(OCC)C>CO.C(O)(C)C.O1CCCC1.C(OC(=O)C)C>[OH:8][CH:7]1[O:9][C@H:3]([CH:2]([NH:1][C:20](=[O:21])[N:19]([CH2:18][CH2:17][Cl:16])[N:32]=[O:33])[OH:14])[C@@H:4]([OH:12])[C@H:5]([OH:11])[C@H:6]1[OH:10]. Reported procedure: 1.79 g (10 mmol) of 6-amino-6-deoxy-D-glucopyranose is dissolved in a mixture of 10 ml methanol and 10 ml isopropanol, and to this solution is added formic acid dropwise, with stirring, to adjust the PH of the solution to 7.8. The resulting solution is then added dropwise to a solution prepared by dissolving 3.28 g (12 mmol) of o-nitrophenyl N-(2-chloroethyl)-N-nitrosocarbamate in a mixture of 10 ml tetrahydrofuran and 10 ml ethylacetate, while stirring, at 0°-5° C. over 30 minutes. The resultan...